Task: describe an organic reaction: reactants, conditions, products, and yield. Dataset: the Open Reaction Database (ORD), a public repository of structured organic reaction records Starting materials: [H-].[Al+3].[Li+].[H-].[H-].[H-] (lithium aluminum hydride), COC1=CC=C(C(=O)NC2=C(C=CC=C2)NC2=CC=CC=C2)C=C1 (4-methoxy-N-(2-phenylamino-phenyl)-benzamide). Run in C1CCOC1 (THF), C1CCOC1 (THF). The product is COC1=CC=C(CN(C=2C(=CC=CC2)N)C2=CC=CC=C2)C=C1 (N-(4-Methoxybenzyl)-N-phenyl-benzene-1, 2-diamine). RXN SMILES: [H-].[Al+3].[Li+].[H-].[H-].[H-].[CH3:7][O:8][C:9]1[CH:30]=[CH:29][C:12]([C:13]([NH:15][C:16]2[CH:21]=[CH:20][CH:19]=[CH:18][C:17]=2[NH:22]C2C=CC=CC=2)=O)=[CH:11][CH:10]=1>C1COCC1>[CH3:7][O:8][C:9]1[CH:10]=[CH:11][C:12]([CH2:13][N:15]([C:9]2[CH:30]=[CH:29][CH:12]=[CH:11][CH:10]=2)[C:16]2[C:17]([NH2:22])=[CH:18][CH:19]=[CH:20][CH:21]=2)=[CH:29][CH:30]=1 |f:0.1.2.3.4.5|. Procedure: To a stirred solution of lithium aluminum hydride (1.0 g) in THF (40 ml) cooled to 5° C. was added a solution of 4-methoxy-N-(2-phenylamino-phenyl)-benzamide (5.0 g) in THF (30 ml) over a 45 minute period. After complete addition, the reaction mixture was heated to reflux for 1.5 hrs. The solution was cooled to room temperature and excess lithium aluminum hydride was quenched with ethanol until hydrogen evolution ceased. Saturated agueous sodium hydrogen carbonate (100 ml) was added and the resu... Starting materials: CN(C)C=O, [Cl-], CSc1nsc(Cl)n1, [H-], [Na+], [Na+], OCc1ncccn1. Product: CSc1nsc(OCc2ncccn2)n1. As a reaction SMILES: [CH3:21][N:22]([CH3:23])[CH:24]=[O:25].[Cl-:20].[Cl:1][c:2]1[n:3][c:4]([S:7][CH3:8])[n:5][s:6]1.[H-:17].[Na+:18].[Na+:19].[n:9]1[c:10]([CH2:15][OH:16])[n:11][cH:12][cH:13][cH:14]1>>[c:2]1([O:16][CH2:15][c:10]2[n:9][cH:14][cH:13][cH:12][n:11]2)[n:3][c:4]([S:7][CH3:8])[n:5][s:6]1.